This data is from the Open Reaction Database (ORD), a public repository of structured organic reaction records. The task is: describe an organic reaction: reactants, conditions, products, and yield The reactants are C(C)(=O)O[C@H]1[C@@H]([C@@H](O[C@@H]1COC(C)=O)N1C=NC(=C1N=CN(C)C)C(C=[N+]=[N-])=O)F (1-(3,5-di-O-acetyl-2-deoxy-2-fluoro-β-D-arabinofuranosyl)4-diazoacetyl-5-(dimethylaminomethyleneamino)imidazole), F[C@H]1[C@@H](OC)O[C@@H]([C@H]1O)CO (methyl 2-deoxy-2-fluoro-α-D-ribofuranoside), Cl (hydrogen chloride). The solvent is ClCCl (dichloromethane), C(C)OCC (diethylether). Product: C(C)(=O)O[C@H]1[C@@H]([C@@H](O[C@@H]1COC(C)=O)N1C=NC(=C1N=CN(C)C)C(CCl)=O)F (1-(3,5-di-O-acetyl-2-deoxy-2-fluoro-β-D-arabinofuranosyl)-4-chloroacetyl-5-(dimethylaminomethyleneamino)imidazole). Isolated yield 75.0%. RXN SMILES: [C:1]([O:4][C@@H:5]1[C@@H:9]([CH2:10][O:11][C:12](=[O:14])[CH3:13])[O:8][C@@H:7]([N:15]2[C:19]([N:20]=[CH:21][N:22]([CH3:24])[CH3:23])=[C:18]([C:25](=[O:29])[CH:26]=[N+]=[N-])[N:17]=[CH:16]2)[C@H:6]1[F:30])(=[O:3])[CH3:2].F[C@@H]1[C@H](O)[C@@H](CO)O[C@@H]1OC.[ClH:42]>ClCCl.C(OCC)C>[C:1]([O:4][C@@H:5]1[C@@H:9]([CH2:10][O:11][C:12](=[O:14])[CH3:13])[O:8][C@@H:7]([N:15]2[C:19]([N:20]=[CH:21][N:22]([CH3:24])[CH3:23])=[C:18]([C:25](=[O:29])[CH2:26][Cl:42])[N:17]=[CH:16]2)[C@H:6]1[F:30])(=[O:3])[CH3:2]. Procedure: Compound (37) (80 mg) obtained in item (4) above was dissolved in dichloromethane (4 ml), to which was added at 5° C. a 1.25M hydrogen chloride solution (0.2 ml) in diethylether and the mixture obtained was allowed to undergo the reaction at that temperature overnight. The resulting reaction solution was washed with water, and the organic layer was dried over anhydrous sodium sulfate and then concentrated to give the titled compound (38) (61 mg) as a syrup. Yield: 75%.